Dataset: the Open Reaction Database (ORD), a public repository of structured organic reaction records. Task: describe an organic reaction: reactants, conditions, products, and yield Starting materials: C(C)OC(=O)C=1N=C(N(C(C1OCC1=CC=CC=C1)=O)C)N1CCN(CC1)S(=O)(=O)C (5-Benzyloxy-2-(4-methanesulfonyl-piperazin-1-yl)-1-methyl-6-oxo-1,6-dihydro-pyrimidine-4-carboxylic acid ethyl ester), C(=O)(C(F)(F)F)O (TFA). Product: C(C)OC(=O)C=1N=C(N(C(C1O)=O)C)N1CCN(CC1)S(=O)(=O)C (5-Hydroxy-2-(4-methanesulfonyl-piperazin-1-yl)-1-methyl-6-oxo-1,6-dihydro-pyrimidine-4-carboxylic acid ethyl ester), C(=O)(C(F)(F)F)O (TFA). As a reaction SMILES: [CH2:1]([O:3][C:4]([C:6]1[N:7]=[C:8]([N:22]2[CH2:27][CH2:26][N:25]([S:28]([CH3:31])(=[O:30])=[O:29])[CH2:24][CH2:23]2)[N:9]([CH3:21])[C:10](=[O:20])[C:11]=1[O:12]CC1C=CC=CC=1)=[O:5])[CH3:2].[C:32]([OH:38])([C:34]([F:37])([F:36])[F:35])=[O:33]>>[CH2:1]([O:3][C:4]([C:6]1[N:7]=[C:8]([N:22]2[CH2:27][CH2:26][N:25]([S:28]([CH3:31])(=[O:29])=[O:30])[CH2:24][CH2:23]2)[N:9]([CH3:21])[C:10](=[O:20])[C:11]=1[OH:12])=[O:5])[CH3:2].[C:32]([OH:38])([C:34]([F:37])([F:36])[F:35])=[O:33]. Procedure details: 5-Benzyloxy-2-(4-methanesulfonyl-piperazin-1-yl)-1-methyl-6-oxo-1,6-dihydro-pyrimidine-4-carboxylic acid ethyl ester (0.22 g, 0.49 mmol) was treated with TFA to yield the title compound as a brown oily TFA salt (0.1564 g). 1H NMR (500 MHz, CDCl3) δ: 4.45 (2H, q, J=7.1 Hz), 3.59 (3H, s), 3.42–3.39 (4H, m), 3.28–3.26 (4H, m), 2.86 (3H, s), 1.42 (3H, t, J=7.0 Hz). HRMS (M−H) calcd for C13H19N4O6S: 359.10253. found: 359.1039. The reactants are ClC=1C=CC2=C(N(C(CO2)=O)CCN2CCC(CC2)NC(OC(C)(C)C)=O)C1 (tert-Butyl {1-[2-(6-chloro-3-oxo-2,3-dihydro-4H-1,4-benzoxazin-4-yl)ethyl]piperidin-4-yl}carbamate), ClC=1C=CC2=C(N(C(CO2)=O)CCN2CCC(CC2)NC(OC(C)(C)C)=O)C1 (tert-Butyl {1-[2-(6-chloro-3-oxo-2,3-dihydro-4H-1,4-benzoxazin-4-yl)ethyl]piperidin-4-yl}carbamate), NC1CCN(CC1)CCN1C(C=CC2=CC=C(C=C12)C#N)=O (1-[2-(4-Aminopiperidin-1-yl)ethyl]-2-oxo-1,2-dihydroquinoline-7-carbonitrile). Product: NC1CCN(CC1)CCN1C(COC2=C1C=C(C=C2)Cl)=O (4-[2-(4-Aminopiperidin-1-yl)ethyl]-6-chloro-2H-1,4-benzoxazin-3(4H)-one). As a reaction SMILES: [Cl:1][C:2]1[CH:3]=[CH:4][C:5]2[O:10][CH2:9][C:8](=[O:11])[N:7]([CH2:12][CH2:13][N:14]3[CH2:19][CH2:18][CH:17]([NH:20]C(=O)OC(C)(C)C)[CH2:16][CH2:15]3)[C:6]=2[CH:28]=1.NC1CCN(CCN2C3C(=CC=C(C#N)C=3)C=CC2=O)CC1>>[NH2:20][CH:17]1[CH2:16][CH2:15][N:14]([CH2:13][CH2:12][N:7]2[C:6]3[CH:28]=[C:2]([Cl:1])[CH:3]=[CH:4][C:5]=3[O:10][CH2:9][C:8]2=[O:11])[CH2:19][CH2:18]1. Procedure: tert-Butyl {1-[2-(6-chloro-3-oxo-2,3-dihydro-4H-1,4-benzoxazin-4-yl)ethyl]piperidin-4-yl}carbamate (Intermediate 57) (640 mg, 1.56 mmol) was reacted as described for Intermediate 14. The crude trifluoro acetate of the title compound was used without further purification for the next step (quantitative yield). RXN SMILES: Cl[CH2:2][CH2:3][O:4][CH2:5][CH2:6][O:7][CH2:8][CH2:9][O:10][CH2:11][CH2:12]Cl.[SH:14][CH2:15][CH2:16][S:17][CH2:18][CH2:19][SH:20].C(=O)([O-])[O-].[Na+].[Na+]>C(O)C>[O:10]1[CH2:11][CH2:12][S:20][CH2:19][CH2:18][S:17][CH2:16][CH2:15][S:14][CH2:2][CH2:3][O:4][CH2:5][CH2:6][O:7][CH2:8][CH2:9]1 |f:2.3.4|. Run in C(C)O (ethanol). Reported procedure: This compound is obtained by reacting 1,11-dichloro-3,6,9-trioxaundecane with 1,5-dimercapto-3-thiapentane in the presence of sodium carbonate in aqueous ethanol: ##STR8## Starting materials: ClCCOCCOCCOCCCl (1,11-dichloro-3,6,9-trioxaundecane), SCCSCCS (1,5-dimercapto-3-thiapentane), C([O-])([O-])=O.[Na+].[Na+] (sodium carbonate). Yields the product O1CCOCCOCCSCCSCCSCC1 (1,4,7-trioxa-10,13,16-trithiacyclooctadecane). Reactants: CC1=C(C=CC(=C1)[N+](=O)[O-])CC#N ((2-methyl-4-nitrophenyl)acetonitrile), BrC(C)Br (dibromoethane), [OH-].[Na+] (sodium hydroxide), Cl (hydrochloric acid). The reagents and catalysts are [Cl-].C(C1=CC=CC=C1)[N+](CC)(CC)CC (benzyltriethylammonium chloride). Conditions: temperature 70 celsius. Product: CC1=C(C=CC(=C1)[N+](=O)[O-])C1(CC1)C#N (1-(2-Methyl-4-nitrophenyl)cyclopropane-1-carbonitrile). As a reaction SMILES: [CH3:1][C:2]1[CH:7]=[C:6]([N+:8]([O-:10])=[O:9])[CH:5]=[CH:4][C:3]=1[CH2:11][C:12]#[N:13].Br[CH:15](Br)[CH3:16].[OH-].[Na+].Cl>[Cl-].C([N+](CC)(CC)CC)C1C=CC=CC=1>[CH3:1][C:2]1[CH:7]=[C:6]([N+:8]([O-:10])=[O:9])[CH:5]=[CH:4][C:3]=1[C:11]1([C:12]#[N:13])[CH2:16][CH2:15]1 |f:2.3,5.6|. Reported procedure: A mixture of (2-methyl-4-nitrophenyl)acetonitrile (100 mg), benzyltriethylammonium chloride (129 mg), dibromoethane (73.4 μL) and 50% sodium hydroxide solution was heated at 70° C. for 1 hour. After quenching the reaction by the addition of concentrated hydrochloric acid at 0° C., and the mixture was extracted with ethyl acetate. The organic extracts were washed with brine, dried over anhydrous magnesium sulfate, filtered, and then concentrated in vacuo. Flash chromatography (silica, hexane:ethy... Starting materials: Clc1ccc(Br)cc1, CCC(CC)C1CN(C)CCC1(O)c1ccc(Cl)cc1, O=C(O)C(F)(F)F. Yields the product CCC(CC)C1CN(C)CC=C1c1ccc(Cl)cc1. Reaction SMILES: [Br:1][c:2]1[cH:3][cH:4][c:5]([Cl:6])[cH:7][cH:8]1.[Cl:9][c:10]1[cH:11][cH:12][c:13]([C:16]2([OH:28])[CH:17]([CH:23]([CH2:24][CH3:25])[CH2:26][CH3:27])[CH2:18][N:19]([CH3:22])[CH2:20][CH2:21]2)[cH:14][cH:15]1.[OH:29][C:30]([C:31]([F:32])([F:33])[F:34])=[O:35]>>[Cl:9][c:10]1[cH:11][cH:12][c:13]([C:16]2=[CH:21][CH2:20][N:19]([CH3:22])[CH2:18][CH:17]2[CH:23]([CH2:24][CH3:25])[CH2:26][CH3:27])[cH:14][cH:15]1.